Dataset: the Open Reaction Database (ORD), a public repository of structured organic reaction records. Task: describe an organic reaction: reactants, conditions, products, and yield Reactants: C1(=CC=CC=C1)CN1CC(CC1CC1=CC=CC=C1)=O ((±)-1,5-bis(phenylmethyl)-3-pyrrolidinone), CS(=O)(=O)O (CH3SO3H). The reagents and catalysts are [Pd] (palladium on activated carbon). Solvent: C1CCOC1 (THF). The product is CS(=O)(=O)O.C1(=CC=CC=C1)CC1CC(CN1)=O ((±)-5-(phenylmethyl)-3-pyrrolidinone methanesulfonate). As a reaction SMILES: C1(C[N:8]2[CH:12]([CH2:13][C:14]3[CH:19]=[CH:18][CH:17]=[CH:16][CH:15]=3)[CH2:11][C:10](=[O:20])[CH2:9]2)C=CC=CC=1.[CH3:21][S:22]([OH:25])(=[O:24])=[O:23]>C1COCC1.[Pd]>[CH3:21][S:22]([OH:25])(=[O:24])=[O:23].[C:14]1([CH2:13][CH:12]2[NH:8][CH2:9][C:10](=[O:20])[CH2:11]2)[CH:15]=[CH:16][CH:17]=[CH:18][CH:19]=1 |f:4.5|. Procedure: A mixture of intermediate 22 (0.027 mol) and CH3SO3H (0.03 mol) in THF (200 ml) was hydrogenated with palladium on activated carbon (10%, 2 g) as a catalyst. After uptake of hydrogen, the catalyst was filtered off, yielding (±)-5-(phenylmethyl)-3-pyrrolidinone methanesulfonate (1:1) (intermediate 23). Reactants: ClC1=CC=C(C=C1)[C@H]1[C@@H](CC(C1)=C)C(=O)OC (methyl (1R,2R)-2-(4-chlorophenyl)-4-methylenecyclopentanecarboxylate), C(C)(=O)OCC (ethyl acetate), C[N+]1(CCOCC1)[O-] (4-methylmorpholine N-oxide), I(=O)(=O)(=O)[O-].[Na+] (sodium periodate). The reagents and catalysts are [Os](=O)(=O)(=O)=O (osmium tetroxide). Run in CC(=O)C (acetone), O (water), O1CCCC1 (tetrahydrofuran), O (water). Conditions: time 1 hour. Yields the product ClC1=CC=C(C=C1)[C@H]1[C@@H](CC(C1)=O)C(=O)OC (methyl (1R,2R)-2-(4-chlorophenyl)-4-oxocyclopentanecarboxylate). As a reaction SMILES: [Cl:1][C:2]1[CH:7]=[CH:6][C:5]([C@@H:8]2[CH2:12][C:11](=C)[CH2:10][C@H:9]2[C:14]([O:16][CH3:17])=[O:15])=[CH:4][CH:3]=1.C[N+]1([O-])CC[O:22]CC1.I([O-])(=O)(=O)=O.[Na+].C(OCC)(=O)C>CC(C)=O.O.O1CCCC1.[Os](=O)(=O)(=O)=O>[Cl:1][C:2]1[CH:7]=[CH:6][C:5]([C@@H:8]2[CH2:12][C:11](=[O:22])[CH2:10][C@H:9]2[C:14]([O:16][CH3:17])=[O:15])=[CH:4][CH:3]=1 |f:2.3|. Procedure: A 50 mL round bottom flask equipped with a magnetic stir bar was charged with 1.20 g (4.8 mmol) of the product of Step B dissolved in 8.6 mL acetone. To the reaction mixture was added 0.673 g (5.74 mmol) of 4-methylmorpholine N-oxide dissolved in 2 mL water followed by 1.52 mL (0.20 mmol) of an osmium tetroxide solution (4 wt % in water). The reaction mixture was stirred 1 h at room temperature at which point TLC analysis indicated complete consumption of the starting material. The reaction mixt...